From a dataset of the Open Reaction Database (ORD), a public repository of structured organic reaction records. describe an organic reaction: reactants, conditions, products, and yield The reactants are CCOC(=O)c1c(C2CC2)nc(CC)n1Cc1ccc2oc(-c3ccccc3C(=O)NS(=O)(=O)c3ccccc3)c(Br)c2c1, CO, [Na+], [OH-]. Product: CCc1nc(C2CC2)c(C(=O)O)n1Cc1ccc2oc(-c3ccccc3C(=O)NS(=O)(=O)c3ccccc3)c(Br)c2c1. As a reaction SMILES: [Br:1][c:2]1[c:3](-[c:27]2[c:28]([C:33](=[O:34])[NH:35][S:36](=[O:37])(=[O:38])[c:39]3[cH:40][cH:41][cH:42][cH:43][cH:44]3)[cH:29][cH:30][cH:31][cH:32]2)[o:4][c:5]2[c:6]1[cH:7][c:8]([CH2:11][n:12]1[c:13]([CH2:25][CH3:26])[n:14][c:15]([CH:22]3[CH2:23][CH2:24]3)[c:16]1[C:17](=[O:18])[O:19][CH2:20][CH3:21])[cH:9][cH:10]2.[CH3:45][OH:46].[Na+:48].[OH-:47]>>[Br:1][c:2]1[c:3](-[c:27]2[c:28]([C:33](=[O:34])[NH:35][S:36](=[O:37])(=[O:38])[c:39]3[cH:40][cH:41][cH:42][cH:43][cH:44]3)[cH:29][cH:30][cH:31][cH:32]2)[o:4][c:5]2[c:6]1[cH:7][c:8]([CH2:11][n:12]1[c:13]([CH2:25][CH3:26])[n:14][c:15]([CH:22]3[CH2:23][CH2:24]3)[c:16]1[C:17](=[O:18])[OH:19])[cH:9][cH:10]2.